Dataset: the Open Reaction Database (ORD), a public repository of structured organic reaction records. Task: describe an organic reaction: reactants, conditions, products, and yield Reactants: CCO, Cl, CC(C)(C)OC(=O)N1CCN(C(=O)Cc2c3c(nn2-c2ccccc2)c(=O)[nH]c2ccccc23)CC1. Reaction SMILES: [CH3:38][CH2:39][OH:40].[ClH:37].[O:1]=[c:2]1[nH:3][c:4]2[cH:5][cH:6][cH:7][cH:8][c:9]2[c:10]2[c:11]1[n:12][n:13](-[c:31]1[cH:32][cH:33][cH:34][cH:35][cH:36]1)[c:14]2[CH2:15][C:16](=[O:17])[N:18]1[CH2:19][CH2:20][N:21]([C:24]([O:25][C:26]([CH3:27])([CH3:28])[CH3:29])=[O:30])[CH2:22][CH2:23]1>>[O:1]=[c:2]1[nH:3][c:4]2[cH:5][cH:6][cH:7][cH:8][c:9]2[c:10]2[c:11]1[n:12][n:13](-[c:31]1[cH:32][cH:33][cH:34][cH:35][cH:36]1)[c:14]2[CH2:15][C:16](=[O:17])[N:18]1[CH2:19][CH2:20][NH:21][CH2:22][CH2:23]1. Yields the product O=C(Cc1c2c(nn1-c1ccccc1)c(=O)[nH]c1ccccc12)N1CCNCC1. Reactants: C(C)OC(=O)C=1SC(=C(C1I)C#N)C(F)(F)F (4-cyano-3-iodo-5-trifluoromethyl-thiophene-2-carboxylic acid ethyl ester), C(C)(C)(C)C1=CC=C(C=C1)B(O)O (4-t-butyl-phenyl boronic acid), [F-].[K+] (potassium fluoride). The reagents and catalysts are C(C)(=O)[O-].[Pd+2].C(C)(=O)[O-] (palladium acetate), C(C)(C)P([C-]1C=CC=C1)C(C)C.[C-]1(C=CC=C1)P(C(C)C)C(C)C.[Fe+2] (1,1′-Bis(di-i-propylphosphino)ferrocene). The solvent is COCCOC (DME). Run at time 17 hour. The product is C(C)OC(=O)C=1SC(=C(C1C1=CC=C(C=C1)C(C)(C)C)C#N)C(F)(F)F (3-(4-tert-Butyl-phenyl)-4-cyano-5-trifluoromethyl-thiophene-2-carboxylic acid ethyl ester). RXN SMILES: [CH2:1]([O:3][C:4]([C:6]1[S:7][C:8]([C:14]([F:17])([F:16])[F:15])=[C:9]([C:12]#[N:13])[C:10]=1I)=[O:5])[CH3:2].[C:18]([C:22]1[CH:27]=[CH:26][C:25](B(O)O)=[CH:24][CH:23]=1)([CH3:21])([CH3:20])[CH3:19].[F-].[K+]>COCCOC.C([O-])(=O)C.[Pd+2].C([O-])(=O)C.C(P(C(C)C)[C-]1C=CC=C1)(C)C.[C-]1(P(C(C)C)C(C)C)C=CC=C1.[Fe+2]>[CH2:1]([O:3][C:4]([C:6]1[S:7][C:8]([C:14]([F:17])([F:16])[F:15])=[C:9]([C:12]#[N:13])[C:10]=1[C:25]1[CH:26]=[CH:27][C:22]([C:18]([CH3:21])([CH3:20])[CH3:19])=[CH:23][CH:24]=1)=[O:5])[CH3:2] |f:2.3,5.6.7,8.9.10|. Reported procedure: Combine 4-cyano-3-iodo-5-trifluoromethyl-thiophene-2-carboxylic acid ethyl ester (0.136 mmol) with 4-t-butyl-phenyl boronic acid (0.163 mmol), palladium acetate (0.027 mmol), 1,1′-Bis(di-i-propylphosphino)ferrocene (0.027 mmol), and potassium fluoride in DME at room temperature. Stirred at room temperature for 17 hours. Concentrated reaction in vacuo and purified by radial chromatography eluting with hexanes/methylene chloride to provide the title compound. 1H NMR (400 MHz, CDCl3) δ 7.41 (q, 4H,...